This data is from the Open Reaction Database (ORD), a public repository of structured organic reaction records. The task is: describe an organic reaction: reactants, conditions, products, and yield The reactants are C(=O)C1=C(C=C(OC2=C(C#N)C=CC(=C2)C(F)(F)F)C=C1)C1=CC=CC=C1 (2-(4-Formyl-3-phenyl-phenoxy)-4-trifluoromethyl-benzonitrile), CN (methylamine), C(#N)[BH3-].[Na+] (sodium cyanoborohydride), C(\C=C\C(=O)O)(=O)O (Fumaric acid). Run in C(C)(=O)O.CO (acetic acid methanol), C(C)(=O)OCC (ethyl acetate). Yields the product C(\C=C\C(=O)O)(=O)O.CNCC1=C(C=C(OC2=C(C#N)C=CC(=C2)C(F)(F)F)C=C1)C1=CC=CC=C1 (2-(4-methylaminomethyl-3-phenyl-phenoxy)-4-trifluoromethyl-benzonitrile fumarate). The yield is 53.7%. RXN SMILES: [CH:1]([C:3]1[CH:21]=[CH:20][C:6]([O:7][C:8]2[CH:15]=[C:14]([C:16]([F:19])([F:18])[F:17])[CH:13]=[CH:12][C:9]=2[C:10]#[N:11])=[CH:5][C:4]=1[C:22]1[CH:27]=[CH:26][CH:25]=[CH:24][CH:23]=1)=O.CN.[C:30]([BH3-])#[N:31].[Na+].[C:34]([OH:41])(=[O:40])/[CH:35]=[CH:36]/[C:37]([OH:39])=[O:38]>C(OCC)(=O)C.C(O)(=O)C.CO>[C:34]([OH:41])(=[O:40])/[CH:35]=[CH:36]/[C:37]([OH:39])=[O:38].[CH3:30][NH:31][CH2:1][C:3]1[CH:21]=[CH:20][C:6]([O:7][C:8]2[CH:15]=[C:14]([C:16]([F:19])([F:18])[F:17])[CH:13]=[CH:12][C:9]=2[C:10]#[N:11])=[CH:5][C:4]=1[C:22]1[CH:27]=[CH:26][CH:25]=[CH:24][CH:23]=1 |f:2.3,6.7,8.9|. Procedure details: 2-(4-Formyl-3-phenyl-phenoxy)-4-trifluoromethyl-benzonitrile (0.117 g, 0.35 mmol), methylamine (2M in methanol, 0.233 mL, 1.05 mmol) and sodium cyanoborohydride (0.025 g, 0.39 mmol) were stirred at ambient temperature in a 1% acetic acid/methanol solution for 20 h. The solvent was removed in vacuo. The residue was treated with 10% sodium carbonate solution and extracted with ethyl acetate. Fumaric acid (0.032 g, 0.28 mmol) was added to the separated ethyl acetate layer and the solvent removed in... The reactants are ICCCCB1OC(C(O1)(C)C)(C)C (2-(4-iodobutyl)-4,4,5,5-tetramethyl-1,3,2-dioxaborolane), C1(=CC=CC=C1)C(C1=CC=CC=C1)=NC(C(=O)OC(C)(C)C)CCC=C (tert-butyl 2-(diphenylmethyleneamino)hex-5-enoate), C1CCOC1 (THF), C[Si](C)(C)[N-][Si](C)(C)C.[Na+] (sodium bis(trimethylsilyl)amide). Solvent: C(C)OCC (ethyl ether). Conditions: temperature -78 celsius, time 16 hour. The product is C1(=CC=CC=C1)C(C1=CC=CC=C1)=NC(C(=O)OC(C)(C)C)(CCC=C)CCCCB1OC(C(O1)(C)C)(C)C (tert-butyl 2-(diphenylmethyleneamino)-2-(4-(4,4,5,5-tetramethyl-1,3,2-dioxaborolan-2-yl)butyl)hex-5-enoate). Yield: 79.7%. RXN SMILES: [C:1]1([C:7](=[N:14][CH:15]([CH2:23][CH2:24][CH:25]=[CH2:26])[C:16]([O:18][C:19]([CH3:22])([CH3:21])[CH3:20])=[O:17])[C:8]2[CH:13]=[CH:12][CH:11]=[CH:10][CH:9]=2)[CH:6]=[CH:5][CH:4]=[CH:3][CH:2]=1.C1COCC1.C[Si]([N-][Si](C)(C)C)(C)C.[Na+].I[CH2:43][CH2:44][CH2:45][CH2:46][B:47]1[O:51][C:50]([CH3:53])([CH3:52])[C:49]([CH3:55])([CH3:54])[O:48]1>C(OCC)C>[C:1]1([C:7](=[N:14][C:15]([CH2:43][CH2:44][CH2:45][CH2:46][B:47]2[O:51][C:50]([CH3:53])([CH3:52])[C:49]([CH3:54])([CH3:55])[O:48]2)([CH2:23][CH2:24][CH:25]=[CH2:26])[C:16]([O:18][C:19]([CH3:20])([CH3:21])[CH3:22])=[O:17])[C:8]2[CH:9]=[CH:10][CH:11]=[CH:12][CH:13]=2)[CH:2]=[CH:3][CH:4]=[CH:5][CH:6]=1 |f:2.3|. Procedure details: While under an atmosphere of argon, a solution of tert-butyl 2-(diphenylmethyleneamino)hex-5-enoate (7.00 g, 20.06 mmol) in freshly distilled (THF 50 mL) was cooled to −78° C. and treated with sodium bis(trimethylsilyl)amide (60 mL, 1.0 M in THF). After stirring for 10 min 2-(4-iodobutyl)-4,4,5,5-tetramethyl-1,3,2-dioxaborolane (12.4 g, 40.0 mmol) was added and the reaction was warmed to room temperature and stirred for 16 h. Next, the reaction mixture was cooled to 0° C., diluted with ethyl eth... Starting materials: COC=1N=NC(=CC1C=1NC2=CC(=CC=C2C1)CN1CCCCC1)C1=CC=NC=C1 (2-(3-Methoxy-6-pyridin-4-yl-pyridazin-4-yl)-6-piperidin-1-ylmethyl-1H-indole), C1CC(=O)N(C1=O)I (NIS). Solvent: CC(=O)C (acetone). Reaction conditions: time 30 minute. Yields the product IC1=C(NC2=CC(=CC=C12)CN1CCCCC1)C1=C(N=NC(=C1)C1=CC=NC=C1)OC (3-iodo-2-(3-methoxy-6-pyridin-4-yl-pyridazin-4-yl)-6-piperidin-1-ylmethyl-1H-indole). Yield: 40.6%. RXN SMILES: [CH3:1][O:2][C:3]1[N:4]=[N:5][C:6]([C:25]2[CH:30]=[CH:29][N:28]=[CH:27][CH:26]=2)=[CH:7][C:8]=1[C:9]1[NH:10][C:11]2[C:16]([CH:17]=1)=[CH:15][CH:14]=[C:13]([CH2:18][N:19]1[CH2:24][CH2:23][CH2:22][CH2:21][CH2:20]1)[CH:12]=2.C1C(=O)N([I:38])C(=O)C1>CC(C)=O>[I:38][C:17]1[C:16]2[C:11](=[CH:12][C:13]([CH2:18][N:19]3[CH2:20][CH2:21][CH2:22][CH2:23][CH2:24]3)=[CH:14][CH:15]=2)[NH:10][C:9]=1[C:8]1[CH:7]=[C:6]([C:25]2[CH:26]=[CH:27][N:28]=[CH:29][CH:30]=2)[N:5]=[N:4][C:3]=1[O:2][CH3:1]. Procedure: 1.05 g 2-(3-Methoxy-6-pyridin-4-yl-pyridazin-4-yl)-6-piperidin-1-ylmethyl-1H-indole are suspended in 30 mL acetone and 690 mg NIS is added. After stirring for 30 minutes at rt, the solvent is removed in vacuo. HPLC purification affords 560 mg (43%) 3-iodo-2-(3-methoxy-6-pyridin-4-yl-pyridazin-4-yl)-6-piperidin-1-ylmethyl-1H-indole and 287 mg (27%) starting material. Reactants: CN(O)C (N,N-dimethylhydroxylamine), [H-].[Na+] (sodium hydride), FC=1C=CC2=C(C(=NCC=3N2C(=NN3)CBr)C3=CC=CC=C3)C1 (8-fluoro-1-(bromomethyl)-6-phenyl-4H-s-triazolo [4,3-a][1,4]benzodiazepine). The solvent is CN(C=O)C (dimethylformamide). Yields the product FC=1C=CC2=C(C(=NCC=3N2C(=NN3)CN(C)C)C3=CC=CC=C3)C1 (8-fluoro-1-[(dimethylamino)methyl]-6-phenyl-4H-s-triazolo[4,3-a][1,4]benzodiazepine), oxide. As a reaction SMILES: [CH3:1][N:2]([CH3:4])O.[H-].[Na+].[F:7][C:8]1[CH:9]=[CH:10][C:11]2[N:17]3[C:18]([CH2:21]Br)=[N:19][N:20]=[C:16]3[CH2:15][N:14]=[C:13]([C:23]3[CH:28]=[CH:27][CH:26]=[CH:25][CH:24]=3)[C:12]=2[CH:29]=1>CN(C)C=O>[F:7][C:8]1[CH:9]=[CH:10][C:11]2[N:17]3[C:18]([CH2:21][N:2]([CH3:4])[CH3:1])=[N:19][N:20]=[C:16]3[CH2:15][N:14]=[C:13]([C:23]3[CH:28]=[CH:27][CH:26]=[CH:25][CH:24]=3)[C:12]=2[CH:29]=1 |f:1.2|. Reported procedure: In the manner given in Example 16, a solution of N,N-dimethylhydroxylamine in dimethylformamide is treated with sodium hydride suspended in mineral oil, and the mixture is treated with 8-fluoro-1-(bromomethyl)-6-phenyl-4H-s-triazolo [4,3-a][1,4]benzodiazepine to give 8-fluoro-1-[(dimethylamino)methyl]-6-phenyl-4H-s-triazolo[4,3-a][1,4]benzodiazepine, N1 -oxide.